From a dataset of the Open Reaction Database (ORD), a public repository of structured organic reaction records. describe an organic reaction: reactants, conditions, products, and yield As a reaction SMILES: [C:1]([C:4]1[CH:30]=[CH:29][C:7]([CH2:8][O:9][C:10]2[CH:25]=[CH:24][C:13]3[C:14](=[O:23])[CH:15]=[C:16]([C:18]([O:20]CC)=[O:19])[O:17][C:12]=3[C:11]=2[CH2:26][CH2:27][CH3:28])=[C:6]([CH2:31][CH2:32][CH3:33])[C:5]=1[OH:34])(=[O:3])[CH3:2].C(=O)(O)[O-].[Na+].C(O)C>O>[C:1]([C:4]1[CH:30]=[CH:29][C:7]([CH2:8][O:9][C:10]2[CH:25]=[CH:24][C:13]3[C:14](=[O:23])[CH:15]=[C:16]([C:18]([OH:20])=[O:19])[O:17][C:12]=3[C:11]=2[CH2:26][CH2:27][CH3:28])=[C:6]([CH2:31][CH2:32][CH3:33])[C:5]=1[OH:34])(=[O:3])[CH3:2] |f:1.2|. The reactants are C(C)(=O)C1=C(C(=C(COC2=C(C3=C(C(C=C(O3)C(=O)OCC)=O)C=C2)CCC)C=C1)CCC)O (7-(4-Acetyl-3-hydroxy-2-propylbenzyloxy)-4-oxo-8-propyl-4H-1-benzopyran-2-carboxylic acid, ethyl ester), C([O-])(O)=O.[Na+] (sodium bicarbonate), C(C)O (ethanol). The solvent is O (water). Product: C(C)(=O)C1=C(C(=C(COC2=C(C3=C(C(C=C(O3)C(=O)O)=O)C=C2)CCC)C=C1)CCC)O (7-(4-Acetyl-3-hydroxy-2-propylbenzyloxy)-4-oxo-8-propyl-4H-1-benzopyran-2-carboxylic acid). Procedure details: A solution of 0.6 g. of the ethyl ester from Example 1 and 4.5 g. of sodium bicarbonate was heated to reflux in 100 ml. of ethanol and 25 ml. of water for four hours. The solution was then concentrated under reduced pressure. The residue was taken up in water. The solution was made acidic with hydrochloric acid and extracted with ethyl acetate. The ethyl acetate was washed with water, dried over sodium sulfate, and evaporated to dryness. The residue was crystallized from ethanol/water to afford ... Starting materials: [Al+3], COC(=O)c1nc2c(OCc3ccccc3)cccn2c1C, ClC(Cl)Cl, [H-], [H-], [H-], [H-], [Li+], [Na+], C1CCOC1, [OH-], O. Yields the product Cc1c(CO)nc2c(OCc3ccccc3)cccn12. Reaction SMILES: [Al+3:2].[CH2:7]([c:8]1[cH:9][cH:10][cH:11][cH:12][cH:13]1)[O:14][c:15]1[c:16]2[n:17]([cH:18][cH:19][cH:20]1)[c:21]([CH3:28])[c:22]([C:24](=[O:25])[O:26][CH3:27])[n:23]2.[Cl:37][CH:38]([Cl:39])[Cl:40].[H-:1].[H-:4].[H-:5].[H-:6].[Li+:3].[Na+:31].[O:32]1[CH2:33][CH2:34][CH2:35][CH2:36]1.[OH-:30].[OH2:29]>>[CH2:7]([c:8]1[cH:9][cH:10][cH:11][cH:12][cH:13]1)[O:14][c:15]1[c:16]2[n:17]([cH:18][cH:19][cH:20]1)[c:21]([CH3:28])[c:22]([CH2:24][OH:25])[n:23]2. Reactants: C(C)(=O)O[C@H]1[C@@H](O[C@@H]([C@H]1OC(C)=O)C#C)N1C2=NC=NC(=C2N=C1)Cl ((2R,3R,4R,5R)-4-(acetyloxy)-2-(6-chloro-9H-purin-9-yl)-5-ethynyltetrahydrofuran-3-yl acetate), ON1N=NC2=C1C=CC=C2 (1-hydroxybenzotriazole), Cl (hydrochloric acid). Solvent: CN(C)C=O (DMF). Product: C(C)(=O)O[C@H]1[C@@H](O[C@@H]([C@H]1OC(C)=O)C#C)N1C2=NC=NC(=C2N=C1)ON1N=NC2=C1C=CC=C2 ((2R,3R,4R,5R)-4-(acetyloxy)-2-[6-(1H-1,2,3-benzotriazol-1-yloxy)-9H-purin-9-yl]-5-ethynyltetrahydrofuran-3-yl Acetate). The yield is 112.0%. RXN SMILES: [C:1]([O:4][C@@H:5]1[C@H:9]([O:10][C:11](=[O:13])[CH3:12])[C@@H:8]([C:14]#[CH:15])[O:7][C@H:6]1[N:16]1[CH:24]=[N:23][C:22]2[C:17]1=[N:18][CH:19]=[N:20][C:21]=2Cl)(=[O:3])[CH3:2].[OH:26][N:27]1[C:31]2[CH:32]=[CH:33][CH:34]=[CH:35][C:30]=2[N:29]=[N:28]1.Cl>CN(C=O)C>[C:1]([O:4][C@@H:5]1[C@H:9]([O:10][C:11](=[O:13])[CH3:12])[C@@H:8]([C:14]#[CH:15])[O:7][C@H:6]1[N:16]1[CH:24]=[N:23][C:22]2[C:17]1=[N:18][CH:19]=[N:20][C:21]=2[O:26][N:27]1[C:31]2[CH:32]=[CH:33][CH:34]=[CH:35][C:30]=2[N:29]=[N:28]1)(=[O:3])[CH3:2]. Reported procedure: (2R,3R,4R,5R)-4-(acetyloxy)-2-(6-chloro-9H-purin-9-yl)-5-ethynyltetrahydrofuran-3-yl acetate (104 mg) was treated with 1-hydroxybenzotriazole (136 mg) in dry DMF (3 ml) for 45 h at 22° C. The mixture was poured into ice cooled 1M hydrochloric acid (50 ml) and extracted with dichloromethane (3×25 ml); the organic layers were washed with water (20 ml) and saturated aqueous sodium bicarbonate (20 ml), dried (MgSO4) and evaporated in vacuo to give a colourless gum (148 mg). Reported procedure: Triton B (2 ml., 40% in MeOH) is added to a stirred solution of 1-(p-chlorophenyl)-4-phenyl-7-(m-methylphenyl)-1,6-heptadien-3-one (19.33 g., 0.05 mole) in glyme (250 ml.) followed by the addition of methyl acrylate (4.73 g., 0.055 mole) in glyme (50 ml.). The solution is stirred for 96 hours and the solvent is removed under reduced pressure. The residue is suspended in methanol (700 ml.) and a 20% sodium hydroxide solution (35 ml.) is added. After an additional 24 hours, the methanol is evapora... Run in C(OC)COC (glyme), CO (MeOH), C(OC)COC (glyme). Run at time 96 hour. Yields the product CC=1C=C(C=CCC(CCC(=O)O)(C(C=CC2=CC=C(C=C2)Cl)=O)C2=CC=CC=C2)C=CC1 (4-(m-Methylcinnamyl)-4-phenyl-5-oxo-7-(p-chlorophenyl)-6-heptenoic Acid). Starting materials: C(C=C)(=O)OC (methyl acrylate), ClC1=CC=C(C=C1)C=CC(C(CC=CC1=CC(=CC=C1)C)C1=CC=CC=C1)=O (1-(p-chlorophenyl)-4-phenyl-7-(m-methylphenyl)-1,6-heptadien-3-one). Reaction SMILES: [Cl:1][C:2]1[CH:7]=[CH:6][C:5]([CH:8]=[CH:9][C:10](=[O:28])[CH:11]([C:22]2[CH:27]=[CH:26][CH:25]=[CH:24][CH:23]=2)[CH2:12][CH:13]=[CH:14][C:15]2[CH:20]=[CH:19][CH:18]=[C:17]([CH3:21])[CH:16]=2)=[CH:4][CH:3]=1.[C:29]([O:33]C)(=[O:32])[CH:30]=[CH2:31]>CO.C(COC)OC>[CH3:21][C:17]1[CH:16]=[C:15]([CH:20]=[CH:19][CH:18]=1)[CH:14]=[CH:13][CH2:12][C:11]([C:22]1[CH:27]=[CH:26][CH:25]=[CH:24][CH:23]=1)([C:10](=[O:28])[CH:9]=[CH:8][C:5]1[CH:6]=[CH:7][C:2]([Cl:1])=[CH:3][CH:4]=1)[CH2:31][CH2:30][C:29]([OH:33])=[O:32].